Dataset: the Open Reaction Database (ORD), a public repository of structured organic reaction records. Task: describe an organic reaction: reactants, conditions, products, and yield Starting materials: COC(=O)C(CCSC)NC(=O)c1ccc(C=Cn2ccnc2)cc1-c1ccccc1C, CO, [Pd]. The product is COC(=O)C(CCSC)NC(=O)c1ccc(CCn2ccnc2)cc1-c1ccccc1C. As a reaction SMILES: [CH3:1][O:2][C:3]([CH:4]([NH:5][C:6]([c:7]1[c:8](-[c:20]2[c:21]([CH3:26])[cH:22][cH:23][cH:24][cH:25]2)[cH:9][c:10]([CH:13]=[CH:14][n:15]2[cH:16][n:17][cH:18][cH:19]2)[cH:11][cH:12]1)=[O:27])[CH2:28][CH2:29][S:30][CH3:31])=[O:32].[CH3:33][OH:34].[Pd:35]>>[CH3:1][O:2][C:3]([CH:4]([NH:5][C:6]([c:7]1[c:8](-[c:20]2[c:21]([CH3:26])[cH:22][cH:23][cH:24][cH:25]2)[cH:9][c:10]([CH2:13][CH2:14][n:15]2[cH:16][n:17][cH:18][cH:19]2)[cH:11][cH:12]1)=[O:27])[CH2:28][CH2:29][S:30][CH3:31])=[O:32]. Starting materials: CCOC(=O)Cl, CCCCOc1ccc2c(c1-c1ncnc3c(C(=O)NC4CCCNC4)c[nH]c13)OCO2. The product is CCCCOc1ccc2c(c1-c1ncnc3c(C(=O)NC4CCCN(C(=O)OCC)C4)c[nH]c13)OCO2. As a reaction SMILES: [Cl:33][C:34](=[O:35])[O:36][CH2:37][CH3:38].[NH:1]1[CH2:2][CH:3]([NH:7][C:8](=[O:9])[c:10]2[cH:11][nH:12][c:13]3[c:14]2[n:15][cH:16][n:17][c:18]3-[c:19]2[c:20]([O:28][CH2:29][CH2:30][CH2:31][CH3:32])[cH:21][cH:22][c:23]3[c:27]2[O:26][CH2:25][O:24]3)[CH2:4][CH2:5][CH2:6]1>>[N:1]1([C:34](=[O:35])[O:36][CH2:37][CH3:38])[CH2:2][CH:3]([NH:7][C:8](=[O:9])[c:10]2[cH:11][nH:12][c:13]3[c:14]2[n:15][cH:16][n:17][c:18]3-[c:19]2[c:20]([O:28][CH2:29][CH2:30][CH2:31][CH3:32])[cH:21][cH:22][c:23]3[c:27]2[O:26][CH2:25][O:24]3)[CH2:4][CH2:5][CH2:6]1. The reactants are CC(NC(=O)OC(C)(C)C)C(=O)N1CCCC1C(=O)O, O=C(OCc1ccccc1)C1CCCN1, ClCCl, Cl, On1nnc2ccccc21. The product is CC(NC(=O)OC(C)(C)C)C(=O)N1CCCC1C(=O)N1CCCC1C(=O)OCc1ccccc1. As a reaction SMILES: [C:1]([CH3:2])([CH3:3])([CH3:4])[O:5][C:6](=[O:7])[NH:8][CH:9]([CH3:10])[C:11](=[O:12])[N:13]1[CH:14]([C:15](=[O:16])[OH:17])[CH2:18][CH2:19][CH2:20]1.[CH2:22]([c:23]1[cH:24][cH:25][cH:26][cH:27][cH:28]1)[O:29][C:30]([CH:31]1[NH:32][CH2:33][CH2:34][CH2:35]1)=[O:36].[CH2:47]([Cl:48])[Cl:49].[ClH:21].[OH:37][n:38]1[c:39]2[c:40]([cH:41][cH:42][cH:43][cH:44]2)[n:45][n:46]1>>[C:1]([CH3:2])([CH3:3])([CH3:4])[O:5][C:6](=[O:7])[NH:8][CH:9]([CH3:10])[C:11](=[O:12])[N:13]1[CH:14]([C:15](=[O:17])[N:32]2[CH:31]([C:30]([O:29][CH2:22][c:23]3[cH:24][cH:25][cH:26][cH:27][cH:28]3)=[O:36])[CH2:35][CH2:34][CH2:33]2)[CH2:18][CH2:19][CH2:20]1.